From a dataset of the Open Reaction Database (ORD), a public repository of structured organic reaction records. describe an organic reaction: reactants, conditions, products, and yield Yield: 20.2%. Reaction conditions: time 8 hour. Reactants: O1CC(CC1)=O (dihydrofuran-3(2H)-one), C(CCC)N (butan-1-amine), II (iodine), [S-]C#N.[K+] (potassium thiocyanate). Reported procedure: To a solution of dihydrofuran-3(2H)-one (0.5 g, 6.0 mmol, Small Molecules Inc.) in acetonitrile (10 mL) were added molecular sieves (0.5 g) and butan-1-amine (0.4 g, 5.5 mmol, Aldrich). The reaction mixture was stirred at room temperature overnight and then filtered. To the filtrate was added potassium thiocyanate (0.7 g, 7.3 mmol, Aldrich). The temperature was adjusted to 50° C. and the mixture was stirred until the solids were dissolved. Then, iodine (2.8 g, 10.9 mmol, EMD Chemicals) was added... Yields the product C(CCC)N1C(SC2=C1COC2)=N (3-butyl-4,6-dihydrofuro[3,4-d]thiazol-2(3H)-imine). RXN SMILES: [O:1]1[CH2:5][CH2:4][C:3](=O)[CH2:2]1.[CH2:7]([NH2:11])[CH2:8][CH2:9][CH3:10].[S-:12][C:13]#[N:14].[K+].II>C(#N)C>[CH2:7]([N:11]1[C:3]2[CH2:2][O:1][CH2:5][C:4]=2[S:12][C:13]1=[NH:14])[CH2:8][CH2:9][CH3:10] |f:2.3|. Solvent: C(C)#N (acetonitrile). Reactants: CSC1=C(C=O)C=CC(=C1)F (2-methylthio-4-fluorobenzaldehyde), CN (methylamine), [BH3-]C#N.[Na+] (NaCNBH3). Reagents/catalysts: [Cl-].[Cl-].[Zn+2] (ZnCl2). Run in CO (methanol), CO (methanol). Conditions: time 20 hour. Product: FC1=CC(=C(CNC)C=C1)SC ((4-Fluoro-2-methylsulfanyl-benzyl)-methyl-amine). As a reaction SMILES: [CH3:1][S:2][C:3]1[CH:10]=[C:9]([F:11])[CH:8]=[CH:7][C:4]=1[CH:5]=O.CN.[BH3-][C:15]#[N:16].[Na+]>CO.[Cl-].[Cl-].[Zn+2]>[F:11][C:9]1[CH:8]=[CH:7][C:4]([CH2:5][NH:16][CH3:15])=[C:3]([S:2][CH3:1])[CH:10]=1 |f:2.3,5.6.7|. Procedure: A solution of 2-methylthio-4-fluorobenzaldehyde (2.04 g, 12 mmol) and 2M methylamine in methanol (24 mL, 48 mmol) was stirred at room temperature for 2 h. To this was added a solution of ZnCl2 (0.818 g, 6 mmol) and NaCNBH3 (0.754 g, 12 mmol) in methanol (30 mL). After stirring for 20 h, the reaction mixture was concentrated and the resulting residue was taken up in aqueous NaOH (0.5 M, 20 mL), extracted with CH2Cl2 (5×50 mL). The combined organic layers were concentrated and the resulting residu... The reactants are [Na] (sodium), C(C=1C(S)=CC=CC1)(=O)OC (methyl thiosalicylate), Cl.ClCC(OCC)=N (ethyl chloro-acetimidate hydrochloride). Solvent: CO (methanol). Yields the product OC=1C2=C(SC1C(OC)=N)C=CC=C2 (Methyl 3-hydroxy-benzo(b)thiophene-2-carboximidate). Reaction SMILES: [Na].[C:2]([O:11]C)(=O)[C:3]1[C:4](=[CH:6][CH:7]=[CH:8][CH:9]=1)[SH:5].Cl.Cl[CH2:15][C:16](=[NH:20])[O:17][CH2:18]C>CO>[OH:11][C:2]1[C:3]2[CH:9]=[CH:8][CH:7]=[CH:6][C:4]=2[S:5][C:15]=1[C:16](=[NH:20])[O:17][CH3:18] |f:2.3,^1:0|. Reported procedure: A solution of 23 g (1 mol) of sodium in 1 l of anhydrous methanol is mixed with 84 g (0.5 mol) of methyl thiosalicylate while stirring. This is then mixed with 79 g (0.5 mol) of ethyl chloro-acetimidate hydrochloride and heated under reflux for 10 hours. The sodium chloride precipitate is filtered off and the desired product isolated by evaporation (yield: 73 g. m.p. 201° C). The reactants are O1CCCC1 (tetrahydrofuran), ClC=1C=C(C(=NC1)CCC(=O)OCC)NC1CCN(CC1)C(=O)OC(C)(C)C (tert-butyl 4-{[5-chloro-2-(3-ethoxy-3-oxopropyl)pyridin-3-yl]amino}piperidine-1-carboxylate), O1CCCC1 (tetrahydrofuran), CC(C)([O-])C.[K+] (potassium tert-butoxide). Run in O (water). Product: ClC1=CN=C2CCC(N(C2=C1)C1CCN(CC1)C(=O)OC(C)(C)C)=O (tert-butyl 4-(7-chloro-2-oxo-3,4-dihydro-1,5-naphthyridin-1(2H)-yl)piperidine-1-carboxylate). Yield: 64.2%. RXN SMILES: O1CCCC1.[Cl:6][C:7]1[CH:8]=[C:9]([NH:20][CH:21]2[CH2:26][CH2:25][N:24]([C:27]([O:29][C:30]([CH3:33])([CH3:32])[CH3:31])=[O:28])[CH2:23][CH2:22]2)[C:10]([CH2:13][CH2:14][C:15]([O:17]CC)=O)=[N:11][CH:12]=1.CC(C)([O-])C.[K+]>O>[Cl:6][C:7]1[CH:8]=[C:9]2[C:10]([CH2:13][CH2:14][C:15](=[O:17])[N:20]2[CH:21]2[CH2:22][CH2:23][N:24]([C:27]([O:29][C:30]([CH3:32])([CH3:33])[CH3:31])=[O:28])[CH2:25][CH2:26]2)=[N:11][CH:12]=1 |f:2.3|. Reported procedure: Under ice cooling, to a tetrahydrofuran solution (500 ml) of tert-butyl 4-{[5-chloro-2-(3-ethoxy-3-oxopropyl)pyridin-3-yl]amino}piperidine-1-carboxylate (54.7 g) was added dropwise a tetrahydrofuran solution (1 M, 159 ml) of potassium tert-butoxide over 15 minutes. After stirring for 15 minutes at the same temperature, water was added to the reaction solution, and extracted with dichloromethane. The organic layer was washed with saturated sodium chloride solution, dried over anhydrous sodium sul... RXN SMILES: [CH2:12]([Al+:13][CH2:14][CH:15]([CH3:16])[CH3:17])[CH:18]([CH3:19])[CH3:20].[CH2:21]([Cl:22])[Cl:23].[CH:1]12[CH:2]=[CH:3][CH2:4][CH2:5][CH:6]1[O:7][C:8](=[O:10])[CH2:9]2.[H-:11]>>[CH:1]12[CH:2]=[CH:3][CH2:4][CH2:5][CH:6]1[O:7][CH:8]([OH:10])[CH2:9]2. Reactants: CC(C)C[Al+]CC(C)C, ClCCl, O=C1CC2C=CCCC2O1, [H-]. Yields the product OC1CC2C=CCCC2O1. Reaction SMILES: [O:1]=[CH:2][CH:3]([CH:4]([CH:5]([CH2:6][OH:7])[OH:8])[OH:9])[OH:10].[OH:11][C:12]1([C:19]#[C:20][c:21]2[n:22][c:23]([NH:39][CH:40]([CH2:41][CH3:42])[CH2:43][CH3:44])[c:24]3[n:25][cH:26][n:27]([CH:28]4[O:29][CH:30]([CH2:31][OH:32])[CH:33]([OH:34])[CH:35]4[OH:36])[c:37]3[n:38]2)[CH2:13][CH:14]([CH3:18])[CH2:15][CH2:16][CH2:17]1>>[OH:11][C:12]1([C:19]#[C:20][c:21]2[n:22][c:23]([NH:39][CH:40]([CH2:41][CH3:42])[CH2:43][CH3:44])[c:24]3[nH:25][cH:26][n:27][c:37]3[n:38]2)[CH2:13][CH:14]([CH3:18])[CH2:15][CH2:16][CH2:17]1. The reactants are O=CC(O)C(O)C(O)CO, CCC(CC)Nc1nc(C#CC2(O)CCCC(C)C2)nc2c1ncn2C1OC(CO)C(O)C1O. The product is CCC(CC)Nc1nc(C#CC2(O)CCCC(C)C2)nc2nc[nH]c12. Starting materials: BrB(Br)Br, ClCCl, CO, O=c1c(O)c(-c2ccc3c(c2)OCO3)oc2ccc(Cl)cc12. Yields the product O=c1c(O)c(-c2ccc(O)c(O)c2)oc2ccc(Cl)cc12. As a reaction SMILES: [B:23]([Br:24])([Br:25])[Br:26].[CH2:29]([Cl:30])[Cl:31].[CH3:27][OH:28].[O:1]1[CH2:2][O:3][c:4]2[c:5]1[cH:6][cH:7][c:8](-[c:10]1[o:11][c:12]3[cH:13][cH:14][c:15]([Cl:22])[cH:16][c:17]3[c:18](=[O:21])[c:19]1[OH:20])[cH:9]2>>[OH:1][c:5]1[c:4]([OH:3])[cH:9][c:8](-[c:10]2[o:11][c:12]3[cH:13][cH:14][c:15]([Cl:22])[cH:16][c:17]3[c:18](=[O:21])[c:19]2[OH:20])[cH:7][cH:6]1. As a reaction SMILES: [CH3:1][O:2][C:3]1[CH:20]=[CH:19][C:18]2[C@@H:17]3[C@H:8]([C@H:9]4[C@@:13]([CH2:15][CH2:16]3)([CH3:14])[CH:12]3[O:21][CH2:22][CH2:23][O:24][CH:11]3[CH2:10]4)[CH2:7][CH2:6][C:5]=2[CH:4]=1.N.[Cl-].[Li+]>[C-]#[W].C(O)C>[CH3:1][O:2][C:3]1[CH2:4][C:5]2[CH2:6][CH2:7][C@@H:8]3[C@@H:17]([C:18]=2[CH2:19][CH:20]=1)[CH2:16][CH2:15][C@@:13]1([CH3:14])[C@H:9]3[CH2:10][CH:11]2[O:24][CH2:23][CH2:22][O:21][CH:12]21 |f:2.3|. Reported procedure: 1.0 g. of 3-methoxy-17-ethylenedioxy-1,3,5(10)-estratriene in 10 ml. of ethanol is added to 200 ml. of liquid ammonia, 2 g. of lithium chloride, and electrolyzed for 1 hour at 1 ampere on a tungsten carbide electrode in a cell divided by a cation exchanger membrane. After the mixture has been worked up, 0.9 g. of 3-methoxy-17-ethylenedioxy-2,5(10)-estradiene is produced, m.p. 115°-120° C. Yields the product COC=1CC=2CC[C@H]3[C@@H]4CC5C([C@@]4(C)CC[C@@H]3C2CC1)OCCO5 (3-methoxy-17-ethylenedioxy-2,5(10)-estradiene). Reactants: COC1=CC=2CC[C@H]3[C@@H]4CC5C([C@@]4(C)CC[C@@H]3C2C=C1)OCCO5 (3-methoxy-17-ethylenedioxy-1,3,5(10)-estratriene), N (ammonia), [Cl-].[Li+] (lithium chloride). The reagents and catalysts are [C-]#[W] (tungsten carbide). The solvent is C(C)O (ethanol). Reactants: C(CCC)[Li] (n-butyl lithium), C(=O)=O (carbon dioxide), C(=O)=O (carbon dioxide), COC=1C=C(C(C2=CC=CC=C2)O)C=CC1 (3-methoxybenzhydrol). The solvent is CCCCCC (hexane), CCOCC (ether), CCOCC (ether). Yields the product COC=1C=CC=C2C(OC(=O)C12)C1=CC=CC=C1 (7-methoxy-3-phenylphthalide). As a reaction SMILES: [CH3:1][O:2][C:3]1[CH:4]=[C:5]([CH:14]=[CH:15][CH:16]=1)[CH:6]([OH:13])[C:7]1[CH:12]=[CH:11][CH:10]=[CH:9][CH:8]=1.C([Li])CCC.[C:22](=O)=[O:23]>CCOCC.CCCCCC>[CH3:1][O:2][C:3]1[CH:16]=[CH:15][CH:14]=[C:5]2[C:4]=1[C:22](=[O:23])[O:13][CH:6]2[C:7]1[CH:12]=[CH:11][CH:10]=[CH:9][CH:8]=1. Procedure details: To 3-methoxybenzhydrol (42.8 g.) in dry ether (800 ml.) is added 2.3 M. n-butyl lithium in hexane (250 ml.), dropwise with stirring under nitrogen. The deep red solution is stirred and heated under reflux for 2 hours and then poured into a stirred slurry of a large excess of solid carbon dioxide in ether and stirred until no carbon dioxide remains. The resulting suspension is extracted with water, the extract is acidified with concentrated hydrochloric acid, the precipitate is filtered off, wash...